This data is from the Open Reaction Database (ORD), a public repository of structured organic reaction records. The task is: describe an organic reaction: reactants, conditions, products, and yield Reactants: C(=O)(Cl)Cl (phosgene), NC=1SC2=C(N1)C=C(C=C2)C(F)(F)F (2-Amino-5-trifluoromethylbenzothiazole). The solvent is C(C)(=O)OCC (ethyl acetate). Product: FC(C=1C=CC2=C(N=C(S2)N=C=O)C1)(F)F (5-trifluoromethylbenzothiazol-2-yl isocyanate). Reaction SMILES: [C:1](Cl)(Cl)=[O:2].[NH2:5][C:6]1[S:7][C:8]2[CH:14]=[CH:13][C:12]([C:15]([F:18])([F:17])[F:16])=[CH:11][C:9]=2[N:10]=1>C(OCC)(=O)C>[F:18][C:15]([F:16])([F:17])[C:12]1[CH:13]=[CH:14][C:8]2[S:7][C:6]([N:5]=[C:1]=[O:2])=[N:10][C:9]=2[CH:11]=1. Procedure details: A saturated solution of phosgene in ethyl acetate (200 ml) is charged into a glass reaction vessel equipped with a mechanical stirrer, thermometer and reflux condenser. 2-Amino-5-trifluoromethylbenzothiazole (0.1 mole) is added with stirring. After the addition is completed, the reaction mixture is heated at reflux for a period of about one hour. After this time the mixture is cooled, and the solid product formed is recovered by filtration. The solid is then dried to yield the desired product 5-... Starting materials: FC(C1=CC=C(C=C1)CC(=O)OCC)(F)F (ethyl 2-(4-(trifluoromethyl)phenyl)acetate), BrCCOCCBr (bis(2-bromoethyl)ether), [H-].[Na+] (NaH), oil. Run in CN1CCCC1=O (NMP), Cl (HCl), CN1CCCC1=O (NMP). Conditions: temperature 0 celsius, time 15 minute. The product is FC(C1=CC=C(C=C1)C1(CCOCC1)C(=O)O)(F)F (4-(4-(trifluoromethyl)phenyl)-tetrahydro-2H-pyran-4-carboxylic acid). Isolated yield 68.6%. As a reaction SMILES: [H-].[Na+].[F:3][C:4]([F:18])([F:17])[C:5]1[CH:10]=[CH:9][C:8]([CH2:11][C:12]([O:14]CC)=[O:13])=[CH:7][CH:6]=1.Br[CH2:20][CH2:21][O:22][CH2:23][CH2:24]Br>CN1C(=O)CCC1.Cl>[F:18][C:4]([F:3])([F:17])[C:5]1[CH:6]=[CH:7][C:8]([C:11]2([C:12]([OH:14])=[O:13])[CH2:24][CH2:23][O:22][CH2:21][CH2:20]2)=[CH:9][CH:10]=1 |f:0.1|. Procedure: A suspension of NaH (60% dispersion in mineral oil (2.3 g, 60 mmol)) in NMP (80 mL) was cooled to 0° C. under nitrogen. The reaction mixture was treated with a solution of ethyl 2-(4-(trifluoromethyl)phenyl)acetate (4.672 g, 20 mmol) in NMP (20 mL) in a dropwise fashion over 10 minutes (effervescence occurred), followed by bis(2-bromoethyl)ether (2.8 mL, 22 mmol). After 15 minutes, the reaction was warmed to 23° C. After 20 hours, the reaction was diluted with a 10% HCl solution (300 mL; slowly,... The reactants are C(#CCCCC)C=1C=CC2=C(C(CCCC2)(C)C)C1 (2-(hex-1-ynyl)-9,9-dimethyl-6,7,8, 9-tetrahydro-5H-benzocycloheptene). Reagents/catalysts: [Pd] (Pd/C). The solvent is C(C)(=O)OCC (ethy acetate). Product: C(CCCCC)C=1C=CC2=C(C(CCCC2)(C)C)C1 (2-hexyl-9,9-dimethyl-6,7,8,9-tetrahydro-5H-benzocycloheptene). As a reaction SMILES: [C:1]([C:7]1[CH:8]=[CH:9][C:10]2[CH2:16][CH2:15][CH2:14][CH2:13][C:12]([CH3:18])([CH3:17])[C:11]=2[CH:19]=1)#[C:2][CH2:3][CH2:4][CH2:5][CH3:6]>C(OCC)(=O)C.[Pd]>[CH2:1]([C:7]1[CH:8]=[CH:9][C:10]2[CH2:16][CH2:15][CH2:14][CH2:13][C:12]([CH3:18])([CH3:17])[C:11]=2[CH:19]=1)[CH2:2][CH2:3][CH2:4][CH2:5][CH3:6]. Procedure details: This alkyne was dissolved in 30 ml of ethy acetate and hydrogenated over 2 g of Pd/C (10%) at room temperature and under 1 atm H2. Filtration over diatomaceous earth and removal of the solvent gave 3.08 g of 2-hexyl-9,9-dimethyl-6,7,8,9-tetrahydro-5H-benzocycloheptene as a colorless oil (GC purity: 98%). Reactants: BrC1=CC2=C(C=C1)OCO2 (4-bromo-1,2-methylenedioxybenzene), C12(CC3CC(CC(C1)C3)C2)O (1-adamantanol), CS(=O)(=O)O (MeSO3H). Reaction conditions: time 1 hour. Yields the product C12(CC3CC(CC(C1)C3)C2)C2=CC(=CC=3OCOC32)Br (4-(1-adamantyl)-6-bromobenzo[1,3]dioxole). Yield: 85.7%. Reaction SMILES: [Br:1][C:2]1[CH:7]=[CH:6][C:5]2[O:8][CH2:9][O:10][C:4]=2[CH:3]=1.[C:11]12(O)[CH2:20][CH:15]3[CH2:16][CH:17]([CH2:19][CH:13]([CH2:14]3)[CH2:12]1)[CH2:18]2.CS(O)(=O)=O>>[C:11]12([C:6]3[C:5]4[O:8][CH2:9][O:10][C:4]=4[CH:3]=[C:2]([Br:1])[CH:7]=3)[CH2:20][CH:15]3[CH2:16][CH:17]([CH2:19][CH:13]([CH2:14]3)[CH2:12]1)[CH2:18]2. Procedure details: A mixture of 4-bromo-1,2-methylenedioxybenzene (2.00 g, 9.95 mmol), 1-adamantanol (1.52 g, 9.95 mmol), and MeSO3H (5 mL) was stirred for 1 h. The resulting solution was quenched with H2O (40 mL) and extracted with EtOAc (110 mL). The extract was washed with 0.5 N NaOH, sat. NaHCO3, and brine and dried. The residue obtained on concentration was purified on silica gel (hexane) to give 2.86 g (86%) of 4-(1-adamantyl)-6-bromobenzo[1,3]dioxole as a white solid, mp 135-136° C. IR 2901, 2843, 1435, 118... The reactants are O1C(CCCC1)OCC(COCC(CCCCCCCCCCCCCCC)=O)OC (3-(2-Oxoheptadecyloxy)-2-methoxypropyl tetrahydropyranyl ether), C1(=CC=C(C=C1)S(=O)(=O)[O-])C.[NH+]1=CC=CC=C1 (pyridinium p-toluenesulfonate). The solvent is C(C)O (ethanol). Reaction conditions: temperature 55 celsius, time 3 hour. Yields the product O=C(COCC(CO)OC)CCCCCCCCCCCCCCC (3-(2-Oxoheptadecyloxy)-2-methoxypropanol). The yield is 86.0%. RXN SMILES: O1CCCCC1[O:7][CH2:8][CH:9]([O:30][CH3:31])[CH2:10][O:11][CH2:12][C:13](=[O:29])[CH2:14][CH2:15][CH2:16][CH2:17][CH2:18][CH2:19][CH2:20][CH2:21][CH2:22][CH2:23][CH2:24][CH2:25][CH2:26][CH2:27][CH3:28].C1(C)C=CC(S([O-])(=O)=O)=CC=1.[NH+]1C=CC=CC=1>C(O)C>[O:29]=[C:13]([CH2:14][CH2:15][CH2:16][CH2:17][CH2:18][CH2:19][CH2:20][CH2:21][CH2:22][CH2:23][CH2:24][CH2:25][CH2:26][CH2:27][CH3:28])[CH2:12][O:11][CH2:10][CH:9]([O:30][CH3:31])[CH2:8][OH:7] |f:1.2|. Reported procedure: In 80 ml of ethanol was dissolved 4.17 g (9.4 mmoles) of the above tetrahydropyranyl ether (3), and 248 mg (0.98 mmoles) of pyridinium p-toluenesulfonate was added. The mixture was stirred at 55° C. for 3 hours. The solvent was distilled off under reduced pressure and the residue was subjected to silica gel chromatography [eluent: n-hexane-ethyl acetate (2:1)] to give 2.9 g (86%) of the desired compound as a colorless wax.